describe an organic reaction: reactants, conditions, products, and yield From a dataset of the Open Reaction Database (ORD), a public repository of structured organic reaction records. Reactants: CCCCc1noc(C)c1C=Cc1nc(C)c(C(=O)OC)s1, Cc1ccccc1, NCCO. Yields the product CCCCc1noc(C)c1C=Cc1nc(C)c(C(=O)NCCO)s1. RXN SMILES: [CH3:1][O:2][C:3](=[O:4])[c:5]1[c:6]([CH3:22])[n:7][c:8]([CH:10]=[CH:11][c:12]2[c:13]([CH2:18][CH2:19][CH2:20][CH3:21])[n:14][o:15][c:16]2[CH3:17])[s:9]1.[CH3:27][c:28]1[cH:29][cH:30][cH:31][cH:32][cH:33]1.[NH2:23][CH2:24][CH2:25][OH:26]>>[C:3](=[O:4])([c:5]1[c:6]([CH3:22])[n:7][c:8]([CH:10]=[CH:11][c:12]2[c:13]([CH2:18][CH2:19][CH2:20][CH3:21])[n:14][o:15][c:16]2[CH3:17])[s:9]1)[NH:23][CH2:24][CH2:25][OH:26]. Reactants: COC1=CC=C(CN2C(CCC2)=O)C=C1 (1-(4-methoxybenzyl)pyrrolidin-2-one), ICC (Iodoethane), [Cl-].[NH4+] (ammonium chloride), C(C)(C)NC(C)C (diisopropylamine), C(CCC)[Li] (n-butyllithium). The solvent is O1CCCC1 (tetrahydrofuran), O1CCCC1 (tetrahydrofuran). Run at temperature 0 celsius, time 30 minute. The product is C(C)C1C(N(CC1)CC1=CC=C(C=C1)OC)=O (3-ethyl-1-(4-methoxybenzyl)pyrrolidin-2-one). RXN SMILES: C(NC(C)C)(C)C.[CH2:8]([Li])[CH2:9][CH2:10][CH3:11].[CH3:13][O:14][C:15]1[CH:27]=[CH:26][C:18]([CH2:19][N:20]2[CH2:24]CC[C:21]2=[O:25])=[CH:17][CH:16]=1.ICC.[Cl-].[NH4+]>O1CCCC1>[CH2:10]([CH:9]1[CH2:8][CH2:24][N:20]([CH2:19][C:18]2[CH:26]=[CH:27][C:15]([O:14][CH3:13])=[CH:16][CH:17]=2)[C:21]1=[O:25])[CH3:11] |f:4.5|. Procedure details: To a solution of diisopropylamine (4.1 mL) in tetrahydrofuran (25 mL) was added dropwise n-butyllithium (1.6 M hexane solution, 18 mL) at −78° C. under nitrogen atmosphere, and the mixture was warmed to 0° C., and stirred for 30 min. The reaction mixture was cooled to −78° C., a solution of 1-(4-methoxybenzyl)pyrrolidin-2-one (5.0 g) obtained in Step A in tetrahydrofuran (25 mL) was added thereto, and the mixture was stirred at the same temperature for 1 hr. Iodoethane (2.9 mL) was added thereto...